Task: describe an organic reaction: reactants, conditions, products, and yield. Dataset: the Open Reaction Database (ORD), a public repository of structured organic reaction records The reactants are ClC1=NC2=C(SC3=C1C=CC=C3)C=C(C=C2)C(=O)OC (methyl 11-chlorodibenzo[b,f][1,4]thiazepin-7-carboxylate), ClC1=NC2=C(SC3=C1C=CC(=C3)C(=O)OC)C=CC=C2 (methyl 11-chlorodibenzo[b,f][1,4]thiazepin-3-carboxylate). The product is C1=CC=CC2=C1C=NC1=C(S2)C=C(C=C1)C(=O)O (Dibenzo[b,f][1,4]thiazepin-7-carboxylic Acid). As a reaction SMILES: Cl[C:2]1[C:8]2[CH:9]=[CH:10][CH:11]=[CH:12][C:7]=2[S:6][C:5]2[CH:13]=[C:14]([C:17]([O:19]C)=[O:18])[CH:15]=[CH:16][C:4]=2[N:3]=1.ClC1C2C=CC(C(OC)=O)=CC=2SC2C=CC=CC=2N=1>>[CH:9]1[C:8]2[CH:2]=[N:3][C:4]3[CH:16]=[CH:15][C:14]([C:17]([OH:19])=[O:18])=[CH:13][C:5]=3[S:6][C:7]=2[CH:12]=[CH:11][CH:10]=1. Reported procedure: Repeat the procedures of Examples 9 and 10, substituting an equivalent quantity of methyl 11-chlorodibenzo[b,f][1,4]thiazepin-7-carboxylate for the methyl 11-chlorodibenzo[b,f][1,4]thiazepin-3-carboxylate employed in Example 9, in order to obtain the title product. Starting materials: CCCCCC#Cc1cc(OC)ccc1C(=O)N(C)OC, [Mg+]Cc1ccccc1, C1CCOC1, [Cl-]. Product: CCCCCC#Cc1cc(OC)ccc1C(=O)Cc1ccccc1. As a reaction SMILES: [C:1](#[C:2][CH2:3][CH2:4][CH2:5][CH2:6][CH3:7])[c:8]1[c:9]([C:10](=[O:11])[N:12]([CH3:13])[O:14][CH3:15])[cH:16][cH:17][c:18]([O:20][CH3:21])[cH:19]1.[CH2:23]([c:24]1[cH:25][cH:26][cH:27][cH:28][cH:29]1)[Mg+:30].[CH2:31]1[O:32][CH2:33][CH2:34][CH2:35]1.[Cl-:22]>>[C:1](#[C:2][CH2:3][CH2:4][CH2:5][CH2:6][CH3:7])[c:8]1[c:9]([C:10](=[O:11])[CH2:23][c:24]2[cH:25][cH:26][cH:27][cH:28][cH:29]2)[cH:16][cH:17][c:18]([O:20][CH3:21])[cH:19]1. Reactants: CC(C)(C)OC(=O)N1CCC(=O)CC1, CC(=O)O[BH-](OC(C)=O)OC(C)=O, CC(=O)O, CC(Cl)Cl, Nc1ccc(Cl)c(Cl)c1, [Na+], [Na+], [OH-]. Yields the product CC(C)(C)OC(=O)N1CCC(Nc2ccc(Cl)c(Cl)c2)CC1. Reaction SMILES: [C:10]([CH3:11])([CH3:12])([CH3:13])[O:14][C:15](=[O:16])[N:17]1[CH2:18][CH2:19][C:20](=[O:23])[CH2:21][CH2:22]1.[C:24]([O:25][BH-:26]([O:27][C:28](=[O:29])[CH3:30])[O:31][C:32](=[O:33])[CH3:34])(=[O:35])[CH3:36].[CH3:44][C:45](=[O:46])[OH:47].[Cl:40][CH:41]([Cl:42])[CH3:43].[NH2:1][c:2]1[cH:3][cH:4][c:5]([Cl:6])[c:7]([Cl:8])[cH:9]1.[Na+:37].[Na+:39].[OH-:38]>>[NH:1]([c:2]1[cH:3][cH:4][c:5]([Cl:6])[c:7]([Cl:8])[cH:9]1)[CH:20]1[CH2:19][CH2:18][N:17]([C:15]([O:14][C:10]([CH3:11])([CH3:12])[CH3:13])=[O:16])[CH2:22][CH2:21]1. Reaction conditions: temperature -78 celsius, time 30 minute. Solvent: C1CCOC1 (THF), C1CCOC1 (THF). Reactants: C12(CC3CC(CC(C1)C3)C2)C=2C=C(C=O)C=CC2OC (3-(1-adamantyl)-4-methoxybenzaldehyde), [Li+].CCC[CH2-] (N-butyllithium), solution, P([O-])([O-])=O (phosphonate), C(C)(C)NC(C)C (di-isopropylamine). As a reaction SMILES: P(=O)([O-])[O-].[CH:5]([NH:8][CH:9]([CH3:11])[CH3:10])([CH3:7])[CH3:6].[Li+:12].CCC[CH2-].[C:17]12([C:27]3[CH:28]=[C:29]([CH:32]=[CH:33][C:34]=3[O:35][CH3:36])[CH:30]=[O:31])[CH2:26][CH:21]3[CH2:22][CH:23]([CH2:25][CH:19]([CH2:20]3)[CH2:18]1)[CH2:24]2>C1COCC1>[CH:5]([N-:8][CH:9]([CH3:11])[CH3:10])([CH3:7])[CH3:6].[Li+:12].[C:17]12([C:27]3[CH:28]=[C:29]([CH:32]=[CH:33][C:34]=3[O:35][CH3:36])[CH:30]=[O:31])[CH2:18][CH:19]3[CH2:25][CH:23]([CH2:22][CH:21]([CH2:20]3)[CH2:26]1)[CH2:24]2 |f:2.3,6.7|. Reported procedure: 11.42 g (30.51 mmoles) of the phosphonate obtained in Example II(b) are dissolved in 50 ml of THF. This solution is then cooled to -78° C. and there is slowly added thereto a solution of lithium di-isopropylamide which was prepared in a conventional manner starting with 3.4 g (33.58 mmoles) of di-isopropylamine and 2.1 ml (33.56 mmole) of a solution of N-butyllithium (1.6M in hexane). The red-orange solution thus obtained is stirred for 30 minutes at -78° C. and a suspension of 3-(1-adamantyl)-4... The product is C(C)(C)[N-]C(C)C.[Li+] (lithium di-isopropylamide), C12(CC3CC(CC(C1)C3)C2)C=2C=C(C=O)C=CC2OC (3-(1-adamantyl)-4-methoxy benzaldehyde). Reactants: O=[N+]([O-])c1ccc(F)c(Cl)c1, [H-], [Na+], CN(C)C=O, O, OCc1ccccn1. Yields the product O=[N+]([O-])c1ccc(OCc2ccccn2)c(Cl)c1. Reaction SMILES: [Cl:12][c:13]1[c:14]([F:22])[cH:15][cH:16][c:17]([N+:19](=[O:20])[O-:21])[cH:18]1.[H-:1].[Na+:2].[O:23]=[CH:24][N:25]([CH3:26])[CH3:27].[OH2:3].[n:4]1[c:5]([CH2:10][OH:11])[cH:6][cH:7][cH:8][cH:9]1>>[n:4]1[c:5]([CH2:10][O:11][c:14]2[c:13]([Cl:12])[cH:18][c:17]([N+:19](=[O:20])[O-:21])[cH:16][cH:15]2)[cH:6][cH:7][cH:8][cH:9]1.